From a dataset of the Open Reaction Database (ORD), a public repository of structured organic reaction records. describe an organic reaction: reactants, conditions, products, and yield Reactants: BrCC(=O)OC (methyl bromoacetate), BrC=1C=2C=C3N(C2C=C(C1)F)CCC3=O (8-Bromo-6-fluoro-2,3-dihydro-1H-pyrrolo[1,2-a]indol-1-one), [NH4+].[Cl-].CCOC(=O)C (NH4Cl EtOAc). The reagents and catalysts are [Zn].[Cu] (Zn copper). Solvent: C1CCOC1 (THF). Run at time 1 hour. The product is BrC=1C=2C=C3N(C2C=C(C1)F)CCC3(O)CC(=O)OC ((+/−)-Methyl (8-bromo-6-fluoro-1-hydroxy-2,3-dihydro-1H-pyrrolo[1,2-a]indol-1-yl)acetate). Yield: 76.0%. RXN SMILES: [Br:1][C:2]1[C:3]2[CH:4]=[C:5]3[C:14](=[O:15])[CH2:13][CH2:12][N:6]3[C:7]=2[CH:8]=[C:9]([F:11])[CH:10]=1.Br[CH2:17][C:18]([O:20][CH3:21])=[O:19].[NH4+].[Cl-].CCOC(C)=O>C1COCC1.[Zn].[Cu]>[Br:1][C:2]1[C:3]2[CH:4]=[C:5]3[C:14]([CH2:17][C:18]([O:20][CH3:21])=[O:19])([OH:15])[CH2:13][CH2:12][N:6]3[C:7]=2[CH:8]=[C:9]([F:11])[CH:10]=1 |f:2.3.4,6.7|. Procedure details: To a suspension of the ketone of Step 6 (800 mg, 3 mmol) in THF (10 mL) was added methyl bromoacetate (2.3 g, 15 mmol) and 1 g of Zn-copper couple. The reaction mixture was put in a sonicator at r.t. until an exotherm was observed. The reaction flask was cooled in an ice bath to keep the internal temperature below 50° C. and the mixture was stirred at r.t. for 1 hour. The reaction mixture was poured into a 2:1 mixture of saturated aqueous NH4Cl/EtOAc (100 mL) and filtered on paper. The filtrate ... As a reaction SMILES: [Na].[C:2]([O:11]C)(=O)[C:3]1[C:4](=[CH:6][CH:7]=[CH:8][CH:9]=1)[SH:5].[C:13]1([NH:19][C:20](=[N:23][C:24]2[CH:29]=[CH:28][CH:27]=[CH:26][CH:25]=2)[CH2:21]Cl)[CH:18]=[CH:17][CH:16]=[CH:15][CH:14]=1>CO>[C:24]1([NH:23][C:20]([C:21]2[S:5][C:4]3[CH:6]=[CH:7][CH:8]=[CH:9][C:3]=3[C:2]=2[OH:11])=[N:19][C:13]2[CH:18]=[CH:17][CH:16]=[CH:15][CH:14]=2)[CH:25]=[CH:26][CH:27]=[CH:28][CH:29]=1 |^1:0|. The reactants are [Na] (sodium), C(C=1C(S)=CC=CC1)(=O)OC (methyl thiosalicylate), C1(=CC=CC=C1)NC(CCl)=NC1=CC=CC=C1 (N,N'-diphenyl-2-chloroacetamidine), ice water. Yields the product C1(=CC=CC=C1)NC(=NC1=CC=CC=C1)C1=C(C2=C(S1)C=CC=C2)O (2-(N,N'-diphenyl-amidino)-3-hydroxy-benzo[b]thiophene). Isolated yield 76.9%. Procedure: A solution of 2.3 g (0.1 mol) of sodium in 150 ml of methanol is mixed with 16.8 g (0.1 mol) of methyl thiosalicylate and then a solution of 24.4 g (0.1 mol) of N,N'-diphenyl-2-chloroacetamidine in 250 ml of methanol is added. After heating under reflux for 1 hour, the mixture is poured into ice water and the precipitate filtered and recrystallized from an ethanol/water solution to yield 26.5 g of yellow needles having an m.p. of 152°-153° C. Solvent: CO (methanol), CO (methanol). The reactants are FC1=CC=C(C=C1)C=1OC=C(N1)C(CN)(C)C (2-(2-(4-fluorophenyl)oxazol-4-yl)-2-methylpropan-1-amine), FC(C1=NC(=NO1)C=1OC=C(N1)C(=O)O)(F)F (2-(5-(trifluoromethyl)-1,2,4-oxadiazol-3-yl)oxazole-4-carboxylic acid). Yields the product FC1=CC=C(C=C1)C=1OC=C(N1)C(CNC(=O)C=1N=C(OC1)C1=NOC(=N1)C(F)(F)F)(C)C (N-(2-(2-(4-Fluorophenyl)oxazol-4-yl)-2-methylpropyl)-2-(5-(trifluoromethyl)-1,2,4-oxadiazol-3-yl)oxazole-4-carboxamide). The yield is 13.0%. Reaction SMILES: [F:1][C:2]1[CH:7]=[CH:6][C:5]([C:8]2[O:9][CH:10]=[C:11]([C:13]([CH3:17])([CH3:16])[CH2:14][NH2:15])[N:12]=2)=[CH:4][CH:3]=1.[F:18][C:19]([F:34])([F:33])[C:20]1[O:24][N:23]=[C:22]([C:25]2[O:26][CH:27]=[C:28]([C:30](O)=[O:31])[N:29]=2)[N:21]=1>>[F:1][C:2]1[CH:3]=[CH:4][C:5]([C:8]2[O:9][CH:10]=[C:11]([C:13]([CH3:17])([CH3:16])[CH2:14][NH:15][C:30]([C:28]3[N:29]=[C:25]([C:22]4[N:21]=[C:20]([C:19]([F:34])([F:18])[F:33])[O:24][N:23]=4)[O:26][CH:27]=3)=[O:31])[N:12]=2)=[CH:6][CH:7]=1. Procedure: This compound was synthesized from 2-(2-(4-fluorophenyl)oxazol-4-yl)-2-methylpropan-1-amine and 2-(5-(trifluoromethyl)-1,2,4-oxadiazol-3-yl)oxazole-4-carboxylic acid as described in example 8 step 6 (6 mg, yield 13%). 1H NMR (400 MHz, CDCl3) δ 8.88-8.86 (m, 1H), 8.49 (s, 1H), 8.25-8.21 (m, 2H), 7.46 (s, 1H), 7.23-7.19 (t, J=8.8 Hz, 2H), 3.62-3.60 (d, J=6.0 Hz, 2H), 1.39 (s, 6H). MS (ESI) m/z: Calculated for C20H15F4N6O4: 465.11. found: 466.1 (M+H)+. The reactants are C1CCOC1, CN=C=O, NNC(=S)NCCCOc1cccc(CN2CCCCC2)c1. Yields the product CNC(=O)NNC(=S)NCCCOc1cccc(CN2CCCCC2)c1. RXN SMILES: [CH2:27]1[O:28][CH2:29][CH2:30][CH2:31]1.[CH3:23][N:24]=[C:25]=[O:26].[N:1]1([CH2:7][c:8]2[cH:9][c:10]([O:11][CH2:12][CH2:13][CH2:14][NH:15][C:16](=[S:17])[NH:18][NH2:19])[cH:20][cH:21][cH:22]2)[CH2:2][CH2:3][CH2:4][CH2:5][CH2:6]1>>[N:1]1([CH2:7][c:8]2[cH:9][c:10]([O:11][CH2:12][CH2:13][CH2:14][NH:15][C:16](=[S:17])[NH:18][NH:19][C:25]([NH:24][CH3:23])=[O:26])[cH:20][cH:21][cH:22]2)[CH2:2][CH2:3][CH2:4][CH2:5][CH2:6]1. Reactants: C(#N)C1=CC=C(C=C1)C=1C(=NC=C(C(=O)O)C1)OCC(F)(F)F (5-(4-cyanophenyl)-6-(2,2,2-trifluoroethoxy)nicotinic acid), FC(C1=NOC(=N1)CN)(F)F (3-trifluoromethyl-[1,2,4]oxadiazol-5-methanamine). As a reaction SMILES: [C:1]([C:3]1[CH:8]=[CH:7][C:6]([C:9]2[C:10]([O:18][CH2:19][C:20]([F:23])([F:22])[F:21])=[N:11][CH:12]=[C:13]([CH:17]=2)[C:14](O)=[O:15])=[CH:5][CH:4]=1)#[N:2].[F:24][C:25]([F:34])([F:33])[C:26]1[N:30]=[C:29]([CH2:31][NH2:32])[O:28][N:27]=1>>[C:1]([C:3]1[CH:4]=[CH:5][C:6]([C:9]2[C:10]([O:18][CH2:19][C:20]([F:22])([F:23])[F:21])=[N:11][CH:12]=[C:13]([CH:17]=2)[C:14]([NH:32][CH2:31][C:29]2[O:28][N:27]=[C:26]([C:25]([F:24])([F:33])[F:34])[N:30]=2)=[O:15])=[CH:7][CH:8]=1)#[N:2]. Procedure details: The title compound was synthesized in analogy to Example 1 using 5-(4-cyanophenyl)-6-(2,2,2-trifluoroethoxy)nicotinic acid (example BU) and 3-trifluoromethyl-[1,2,4]oxadiazol-5-methanamine (example AK) as starting materials; MS (ESI): 470.2 (M−H)−. Yields the product C(#N)C1=CC=C(C=C1)C=1C(=NC=C(C(=O)NCC2=NC(=NO2)C(F)(F)F)C1)OCC(F)(F)F (5-(4-cyanophenyl)-6-(2,2,2-trifluoroethoxy)-N-((3-(trifluoromethyl)-1,2,4-oxadiazol-5-yl)methyl)nicotinamide). The reactants are FC=1C=C(C=CC1O)C(=O)N1[C@@H](CCC1)CN1CCCC1 ((3-Fluoro-4-hydroxy-phenyl)-(2-(S)-pyrrolidin-1-ylmethyl-pyrrolidin-1-yl)methanone), ClCC1=CC=C(C(=O)N(C)C)C=C1 (4-chloromethyl-N,N-dimethyl-benzamide). The product is FC1=C(OCC2=CC=C(C(=O)N(C)C)C=C2)C=CC(=C1)C(=O)N1[C@@H](CCC1)CN1CCCC1 (4-[2-Fluoro-4-(2-(S)-pyrrolidin-1-ylmethyl-pyrrolidine-1-carbonyl)-phenoxymethyl]-N,N-dimethyl-benzamide). As a reaction SMILES: [F:1][C:2]1[CH:3]=[C:4]([C:9]([N:11]2[CH2:15][CH2:14][CH2:13][C@H:12]2[CH2:16][N:17]2[CH2:21][CH2:20][CH2:19][CH2:18]2)=[O:10])[CH:5]=[CH:6][C:7]=1[OH:8].Cl[CH2:23][C:24]1[CH:34]=[CH:33][C:27]([C:28]([N:30]([CH3:32])[CH3:31])=[O:29])=[CH:26][CH:25]=1>>[F:1][C:2]1[CH:3]=[C:4]([C:9]([N:11]2[CH2:15][CH2:14][CH2:13][C@H:12]2[CH2:16][N:17]2[CH2:21][CH2:20][CH2:19][CH2:18]2)=[O:10])[CH:5]=[CH:6][C:7]=1[O:8][CH2:23][C:24]1[CH:34]=[CH:33][C:27]([C:28]([N:30]([CH3:31])[CH3:32])=[O:29])=[CH:26][CH:25]=1. Procedure details: The title compound is prepared in a manner substantially analogous to Procedure C from (3-Fluoro-4-hydroxy-phenyl)-(2-(S)-pyrrolidin-1-ylmethyl-pyrrolidin-1-yl)methanone and 4-chloromethyl-N,N-dimethyl-benzamide [CAS 121083-51-0]. MS (ES+) 454.2 Starting materials: CS(=O)(=O)N1[C@@H](C[C@H](C1)SCC1=CC=C(C=C1)OC)COC1=CC=CC=C1 ((2S,4R)-1-methanesulfonyl-4-(4-methoxy-benzylsulfanyl)-2-phenoxymethyl-pyrrolidine), C(C)[SiH](CC)CC (triethylsilane). The product is CS(=O)(=O)N1C[C@@H](C[C@H]1COC1=CC=CC=C1)S ((3R,5S)-1-methanesulfonyl-5-phenoxymethyl-pyrrolidine-3-thiol). Isolated yield 54.3%. As a reaction SMILES: [CH3:1][S:2]([N:5]1[CH2:9][C@H:8]([S:10]CC2C=CC(OC)=CC=2)[CH2:7][C@H:6]1[CH2:20][O:21][C:22]1[CH:27]=[CH:26][CH:25]=[CH:24][CH:23]=1)(=[O:4])=[O:3].C([SiH](CC)CC)C>>[CH3:1][S:2]([N:5]1[C@H:6]([CH2:20][O:21][C:22]2[CH:23]=[CH:24][CH:25]=[CH:26][CH:27]=2)[CH2:7][C@@H:8]([SH:10])[CH2:9]1)(=[O:3])=[O:4]. Procedure details: (Method 2): A solution of 102 mg (0.25 mmol) (2S,4R)-1-methanesulfonyl-4-(4-methoxy-benzylsulfanyl)-2-phenoxymethyl-pyrrolidine and 0.4 ml (2.5 mmol) triethylsilane was heated for 1 min at 80° C., cooled to room temperature and evaporated. Crystallization from Et2O/pentane gave 39 mg (54%) of (3R,5S)-1-methanesulfonyl-5-phenoxymethyl-pyrrolidine-3-thiol, mp 78–79° C., MS: 288 (MH+).